This data is from the Open Reaction Database (ORD), a public repository of structured organic reaction records. The task is: describe an organic reaction: reactants, conditions, products, and yield Reactants: IC(C)C1=C2C=CN(C2=CC=C1)S(=O)(=O)C1=CC=CC=C1 (4-(1-iodoethyl)-1-(phenylsulfonyl)-1H-indole), IC(C)C1=C2C=CN(C2=CC=C1)S(=O)(=O)C1=CC=CC=C1 (4-(1-iodoethyl)-1-(phenylsulfonyl)-1H-indole), CN (MeNH2), solution. Run in C(Cl)Cl (CH2Cl2), CCO (EtOH). Product: NH4HCO3, CNC(C)C1=C2C=CN(C2=CC=C1)S(=O)(=O)C1=CC=CC=C1 (Methyl{1-[1-(phenylsulfonyl)-1H-indol-4-yl]ethyl}amine). As a reaction SMILES: I[CH:2]([C:4]1[CH:12]=[CH:11][CH:10]=[C:9]2[C:5]=1[CH:6]=[CH:7][N:8]2[S:13]([C:16]1[CH:21]=[CH:20][CH:19]=[CH:18][CH:17]=1)(=[O:15])=[O:14])[CH3:3].[CH3:22][NH2:23]>C(Cl)Cl.CCO>[CH3:22][NH:23][CH:2]([C:4]1[CH:12]=[CH:11][CH:10]=[C:9]2[C:5]=1[CH:6]=[CH:7][N:8]2[S:13]([C:16]1[CH:21]=[CH:20][CH:19]=[CH:18][CH:17]=1)(=[O:15])=[O:14])[CH3:3]. Procedure details: A solution of 4-(1-iodoethyl)-1-(phenylsulfonyl)-1H-indole (50 mg, 122 μmol; Intermediate 99) in CH2Cl2 (1.5 mL) was treated with MeNH2 (153 μL of a 8 M solution in EtOH, 1.22 mmol) at rt for 2 h. The reaction mixture was concentrated in vacuo, the obtained residue taken up with MeOH/THF and purified by prep. HPLC (System B, 22-52% MeCN, 50 mM NH4HCO3) to yield the title compound as a white, waxy solid (13.2 mg, 12% over two steps). MS (ESI+) for C17H18N2O2S m/z 284 (M-NHMe)+, 315 (M+H)+. The reactants are C(CCC)P(CCCC)CCCC (Tri-n-butylphosphine), ClC=1C=CC(=C(C1)S(=O)(=O)OC=1C=C(C=C(C1)C)O)OC (3-(5-chloro-2-methoxyphenylsulfonyloxy)-5-methylphenol), C(CCO)O (1,3-propanediol), N(=NC(=O)N1CCCCC1)C(=O)N1CCCCC1 (1,1'-(azodicarbonyl)dipiperidine), C(CCC)P(CCCC)CCCC (tri-n-butylphosphine). The solvent is C(C)OCC (Diethyl ether), O1CCCC1 (tetrahydrofuran), ClCCl (Dichloromethane). Run at time 3 hour. Yields the product ClC=1C=CC(=C(C1)S(=O)(=O)OC=1C=C(OCCCO)C=C(C1)C)OC (3-[3-(5-Chloro-2-methoxyphenylsulfonyloxy)-5-methylphenoxy]propanol). Yield: 69.0%. Reaction SMILES: C(P(CCCC)CCCC)CCC.[Cl:14][C:15]1[CH:16]=[CH:17][C:18]([O:33][CH3:34])=[C:19]([S:21]([O:24][C:25]2[CH:26]=[C:27]([OH:32])[CH:28]=[C:29]([CH3:31])[CH:30]=2)(=[O:23])=[O:22])[CH:20]=1.[CH2:35](O)[CH2:36][CH2:37][OH:38].N(C(N1CCCCC1)=O)=NC(N1CCCCC1)=O>O1CCCC1.C(OCC)C.ClCCl>[Cl:14][C:15]1[CH:16]=[CH:17][C:18]([O:33][CH3:34])=[C:19]([S:21]([O:24][C:25]2[CH:26]=[C:27]([CH:28]=[C:29]([CH3:31])[CH:30]=2)[O:32][CH2:35][CH2:36][CH2:37][OH:38])(=[O:23])=[O:22])[CH:20]=1. Reported procedure: Tri-n-butylphosphine (7.6 mL, 30.4 mmol) was added dropwise over 20 min to 3-(5-chloro-2-methoxyphenylsulfonyloxy)-5-methylphenol (5.00 g, 15.2 mmol, as prepared in step a of example 8), 1,3-propanediol (3.3 mL, 45.6 mmol) and 1,1'-(azodicarbonyl)dipiperidine (7.68 g, 30.4 mmol) in anhydrous tetrahydrofuran (80 mL) at 0° C. under a nitrogen atmosphere. Dichloromethane (150 mL) was added mid-way through the tri-n-butylphosphine addition to aid stirring. The slurry was stirred for an additional 5 ... Starting materials: COCCOC1=CC=C(C=C1)C(CCC(=O)O)=O (4-(4-(2-methoxy-ethoxy)-phenyl)-4-oxo-butyric acid), O.NN (hydrazine hydrate). Run in C(C)O (ethanol). The product is COCCOC1=CC=C(C=C1)C=1CCC(NN1)=O (6-(4-(2-Methoxy-ethoxy)-phenyl)-4,5-dihydro-3(2H)-pyridazinone). RXN SMILES: [CH3:1][O:2][CH2:3][CH2:4][O:5][C:6]1[CH:11]=[CH:10][C:9]([C:12](=O)[CH2:13][CH2:14][C:15]([OH:17])=O)=[CH:8][CH:7]=1.O.[NH2:20][NH2:21]>C(O)C>[CH3:1][O:2][CH2:3][CH2:4][O:5][C:6]1[CH:11]=[CH:10][C:9]([C:12]2[CH2:13][CH2:14][C:15](=[O:17])[NH:20][N:21]=2)=[CH:8][CH:7]=1 |f:1.2|. Procedure details: 6 g (0.024 mole) of 4-(4-(2-methoxy-ethoxy)-phenyl)-4-oxo-butyric acid and 1.2 g (0.024 mole) of hydrazine hydrate are stirred in 90 ml of ethanol at 50° C. for 1 hour. After the mixture has been cooled, the product is filtered off with suction, washed with ethanol and dried. Reactants: O=C([O-])O, CCOC(=O)CC(=O)OCC, CN(C)C=O, CCCSc1ncc(CCCl)n1Cc1ccccc1Cl, Cl, [H-], [Na+], [Na+]. The product is CCCSc1ncc(CCC(C(=O)OCC)C(=O)OCC)n1Cc1ccccc1Cl. Reaction SMILES: [C:2](=[O:3])([OH:4])[O-:5].[C:9]([CH2:10][C:11](=[O:12])[O:13][CH2:14][CH3:15])(=[O:16])[O:17][CH2:18][CH3:19].[CH3:40][N:41]([CH3:42])[CH:43]=[O:44].[Cl:20][CH2:21][CH2:22][c:23]1[cH:24][n:25][c:26]([S:36][CH2:37][CH2:38][CH3:39])[n:27]1[CH2:28][c:29]1[c:30]([Cl:35])[cH:31][cH:32][cH:33][cH:34]1.[ClH:1].[H-:7].[Na+:6].[Na+:8]>>[C:9]([CH:10]([C:11](=[O:12])[O:13][CH2:14][CH3:15])[CH2:21][CH2:22][c:23]1[cH:24][n:25][c:26]([S:36][CH2:37][CH2:38][CH3:39])[n:27]1[CH2:28][c:29]1[c:30]([Cl:35])[cH:31][cH:32][cH:33][cH:34]1)(=[O:16])[O:17][CH2:18][CH3:19]. Reactants: C1(CCCC1)N1CCN(CC1)C(=O)C=1C=C2C=C(NC2=CC1)C(=O)N1CCS(CC1)(=O)=O ([5-(4-Cyclopentyl-piperazine-1-carbonyl)-1H-indol-2-yl]-(1,1-dioxo-thiomorpholin-4-yl)-methanone), FC1=CC=C(C=C1)B(O)O (4-fluorophenylboronic acid), N1=CC=CC=C1 (pyridine). The reagents and catalysts are C(C)(=O)[O-].[Cu+2].C(C)(=O)[O-] (copper(II) acetate). Solvent: ClCCl (dichloromethane). Product: C1(CCCC1)N1CCN(CC1)C(=O)C=1C=C2C=C(N(C2=CC1)C1=CC=C(C=C1)F)C(=O)N1CCS(CC1)(=O)=O ([5-(4-Cyclopentyl-piperazine-1-carbonyl)-1-(4-fluoro-phenyl)-1H-indol-2-yl]-(1,1-dioxo-thiomorpholin-4-yl)-methanone). Yield: 34.0%. As a reaction SMILES: [CH:1]1([N:6]2[CH2:11][CH2:10][N:9]([C:12]([C:14]3[CH:15]=[C:16]4[C:20](=[CH:21][CH:22]=3)[NH:19][C:18]([C:23]([N:25]3[CH2:30][CH2:29][S:28](=[O:32])(=[O:31])[CH2:27][CH2:26]3)=[O:24])=[CH:17]4)=[O:13])[CH2:8][CH2:7]2)[CH2:5][CH2:4][CH2:3][CH2:2]1.[F:33][C:34]1[CH:39]=[CH:38][C:37](B(O)O)=[CH:36][CH:35]=1.N1C=CC=CC=1>ClCCl.C([O-])(=O)C.[Cu+2].C([O-])(=O)C>[CH:1]1([N:6]2[CH2:7][CH2:8][N:9]([C:12]([C:14]3[CH:15]=[C:16]4[C:20](=[CH:21][CH:22]=3)[N:19]([C:37]3[CH:38]=[CH:39][C:34]([F:33])=[CH:35][CH:36]=3)[C:18]([C:23]([N:25]3[CH2:30][CH2:29][S:28](=[O:31])(=[O:32])[CH2:27][CH2:26]3)=[O:24])=[CH:17]4)=[O:13])[CH2:10][CH2:11]2)[CH2:2][CH2:3][CH2:4][CH2:5]1 |f:4.5.6|. Procedure details: The title compound was synthesized in analogy to example 66, from [5-(4-cyclopentyl-piperazine-1-carbonyl)-1H-indol-2-yl]-(1,1-dioxo-thiomorpholin-4-yl)-methanone (example 34), 4-fluorophenylboronic acid, copper(II) acetate and pyridine in dichloromethane, to give the desired product as a light yellow solid (34%).